Dataset: the Open Reaction Database (ORD), a public repository of structured organic reaction records. Task: describe an organic reaction: reactants, conditions, products, and yield Starting materials: CC(C)(C)OC(=O)N1CCCC(OCc2cc(Br)cc(C(F)(F)F)c2)C1c1ccccc1, CCCC[Sn](CCCC)(CCCC)c1cnnn1C, Cc1ccccc1. The product is Cn1nncc1-c1cc(COC2CCCN(C(=O)OC(C)(C)C)C2c2ccccc2)cc(C(F)(F)F)c1. As a reaction SMILES: [C:1]([CH3:2])([CH3:3])([CH3:4])[O:5][C:6](=[O:7])[N:8]1[CH:9]([c:27]2[cH:28][cH:29][cH:30][cH:31][cH:32]2)[CH:10]([O:14][CH2:15][c:16]2[cH:17][c:18]([Br:26])[cH:19][c:20]([C:22]([F:23])([F:24])[F:25])[cH:21]2)[CH2:11][CH2:12][CH2:13]1.[CH3:33][n:34]1[n:35][n:36][cH:37][c:38]1[Sn:39]([CH2:40][CH2:41][CH2:42][CH3:43])([CH2:44][CH2:45][CH2:46][CH3:47])[CH2:48][CH2:49][CH2:50][CH3:51].[CH3:52][c:53]1[cH:54][cH:55][cH:56][cH:57][cH:58]1>>[C:1]([CH3:2])([CH3:3])([CH3:4])[O:5][C:6](=[O:7])[N:8]1[CH:9]([c:27]2[cH:28][cH:29][cH:30][cH:31][cH:32]2)[CH:10]([O:14][CH2:15][c:16]2[cH:17][c:18](-[c:38]3[n:34]([CH3:33])[n:35][n:36][cH:37]3)[cH:19][c:20]([C:22]([F:23])([F:24])[F:25])[cH:21]2)[CH2:11][CH2:12][CH2:13]1. Starting materials: CCOCC (ether), C(CCCCCCCCC)C=1C=NC(=NC1)C1=CC=C(C=C1)O (4-(5-decylpyrimidin-2-yl)phenol), bromoalkene, C(=O)([O-])[O-].[Cs+].[Cs+] (Cs2CO3). The solvent is CN(C=O)C (dimethyl formamide). Product: C(CCCCCCCCC)C=1C=NC(=NC1)C1=CC=C(C=C1)OCCCCCC=C (5-decyl-2-(4-(hept-6-enyloxy)phenyl)pyrimidine), C(CCCCCCCCC)C=1C=NC(=NC1)C1=CC=C(C=C1)OCCCCCCC=C (5-decyl-2-(4-(oct-7-enyloxy)phenyl)pyrimidine). Reaction SMILES: [CH2:1]([C:11]1[CH:12]=[N:13][C:14]([C:17]2[CH:22]=[CH:21][C:20](O)=[CH:19][CH:18]=2)=[N:15][CH:16]=1)[CH2:2][CH2:3][CH2:4][CH2:5][CH2:6][CH2:7][CH2:8][CH2:9][CH3:10].[C:24]([O-:27])([O-])=O.[Cs+].[Cs+].CCO[CH2:33][CH3:34]>CN(C)C=O>[CH2:1]([C:11]1[CH:12]=[N:13][C:14]([C:17]2[CH:22]=[CH:21][C:20]([O:27][CH2:24][CH2:11][CH2:1][CH2:2][CH2:3][CH:33]=[CH2:34])=[CH:19][CH:18]=2)=[N:15][CH:16]=1)[CH2:2][CH2:3][CH2:4][CH2:5][CH2:6][CH2:7][CH2:8][CH2:9][CH3:10].[CH2:1]([C:11]1[CH:12]=[N:13][C:14]([C:17]2[CH:22]=[CH:21][C:20]([O:27][CH2:24][CH2:3][CH2:2][CH2:1][CH2:11][CH2:16][CH:33]=[CH2:34])=[CH:19][CH:18]=2)=[N:15][CH:16]=1)[CH2:2][CH2:3][CH2:4][CH2:5][CH2:6][CH2:7][CH2:8][CH2:9][CH3:10] |f:1.2.3|. Procedure: Vinyl-terminated phenyl pyrimidines with different spacer lengths were synthesized from 4-(5-decylpyrimidin-2-yl)phenol for siloxane coupling to 1,2 polybutadiene. A general procedure for this synthesis is as follows: 4-(5-decylpyrimidin-2-yl)phenol (1.89 grams, 6.05 mmols), a bromoalkene (7-bromo hept-1-ene, 8-bromooct-1-ene or 10-bromododec-1-ene, 8 mmol) and Cs2CO3 (2.56 grams, 8 mmols) were stirred at room temperature in 40 mL of dimethyl formamide overnight, resulting in near-quantitative c... The reactants are COc1ccccc1C(O)CCl, [K+], C1COCCO1, [OH-], O. Yields the product COc1ccccc1C1CO1. RXN SMILES: [Cl:1][CH2:2][CH:3]([c:4]1[c:5]([O:10][CH3:11])[cH:6][cH:7][cH:8][cH:9]1)[OH:12].[K+:14].[O:15]1[CH2:16][CH2:17][O:18][CH2:19][CH2:20]1.[OH-:13].[OH2:21]>>[CH2:2]1[CH:3]([c:4]2[c:5]([O:10][CH3:11])[cH:6][cH:7][cH:8][cH:9]2)[O:12]1.